Dataset: the Open Reaction Database (ORD), a public repository of structured organic reaction records. Task: describe an organic reaction: reactants, conditions, products, and yield Starting materials: CN(C(=O)OC(C)(C)C)c1cc(Oc2ccc(O)cc2C(C)(C)C)ccc1[N+](=O)[O-], CO. Product: CN(C(=O)OC(C)(C)C)c1cc(Oc2ccc(O)cc2C(C)(C)C)ccc1N. Reaction SMILES: [C:1]([CH3:2])([CH3:3])([CH3:4])[c:5]1[c:6]([O:7][c:8]2[cH:9][cH:10][c:11]([N+:23]([O-:24])=[O:25])[c:12]([N:14]([C:15]([O:16][C:17]([CH3:18])([CH3:19])[CH3:20])=[O:21])[CH3:22])[cH:13]2)[cH:26][cH:27][c:28]([OH:30])[cH:29]1.[CH3:31][OH:32]>>[C:1]([CH3:2])([CH3:3])([CH3:4])[c:5]1[c:6]([O:7][c:8]2[cH:9][cH:10][c:11]([NH2:23])[c:12]([N:14]([C:15]([O:16][C:17]([CH3:18])([CH3:19])[CH3:20])=[O:21])[CH3:22])[cH:13]2)[cH:26][cH:27][c:28]([OH:30])[cH:29]1. Starting materials: crude product, C(C)(C)(C)C1CCC(CC1)C1=C(C=C(C=NO)C=C1)N1CCN(CC1)CCCC (4-(4-t-butylcyclohexyl)-3-(4-butylpiperazin-1-yl)benzaldehydeoxime), C1(=CC=CC=C1)S(=O)(=O)Cl (benzenesulfonyl chloride), N1=CC=CC=C1 (pyridine). Run in O1CCCC1 (tetrahydrofuran). Product: C(C)(C)(C)C1CCC(CC1)C1=C(C=C(C#N)C=C1)N1CCN(CC1)CCCC (4-(4-t-Butylcyclohexyl)-3-(4-butylpiperazin-1-yl)benzonitrile). Yield: 74.7%. RXN SMILES: [C:1]([CH:5]1[CH2:10][CH2:9][CH:8]([C:11]2[CH:19]=[CH:18][C:14]([CH:15]=[N:16]O)=[CH:13][C:12]=2[N:20]2[CH2:25][CH2:24][N:23]([CH2:26][CH2:27][CH2:28][CH3:29])[CH2:22][CH2:21]2)[CH2:7][CH2:6]1)([CH3:4])([CH3:3])[CH3:2].C1(S(Cl)(=O)=O)C=CC=CC=1.N1C=CC=CC=1>O1CCCC1>[C:1]([CH:5]1[CH2:6][CH2:7][CH:8]([C:11]2[CH:19]=[CH:18][C:14]([C:15]#[N:16])=[CH:13][C:12]=2[N:20]2[CH2:25][CH2:24][N:23]([CH2:26][CH2:27][CH2:28][CH3:29])[CH2:22][CH2:21]2)[CH2:9][CH2:10]1)([CH3:4])([CH3:3])[CH3:2]. Procedure details: A mixture of the crude product of 4-(4-t-butylcyclohexyl)-3-(4-butylpiperazin-1-yl)benzaldehydeoxime produced in Example (101c) (269 mg), benzenesulfonyl chloride (0,11 mL, 0.862 mmol), pyridine (0.11 ml, 1.36 mmol) and tetrahydrofuran (15 mL) was refluxed for 4 hours and 30 minutes. After then distilling off tetrahydrofuran partially in the reaction mixture under reduced pressure, chloroform was added and the mixture was further refluxed for 1 hour. The reaction mixture was concentrated under r...